From a dataset of the Open Reaction Database (ORD), a public repository of structured organic reaction records. describe an organic reaction: reactants, conditions, products, and yield The reactants are Cc1oc(-c2ccccc2)nc1CCOc1ccc(CCCO)cc1, O, BrP(Br)Br, c1ccccc1. Yields the product Cc1oc(-c2ccccc2)nc1CCOc1ccc(CCCBr)cc1. Reaction SMILES: [CH3:1][c:2]1[c:3]([CH2:13][CH2:14][O:15][c:16]2[cH:17][cH:18][c:19]([CH2:22][CH2:23][CH2:24][OH:25])[cH:20][cH:21]2)[n:4][c:5](-[c:7]2[cH:8][cH:9][cH:10][cH:11][cH:12]2)[o:6]1.[OH2:36].[P:32]([Br:33])([Br:34])[Br:35].[cH:26]1[cH:27][cH:28][cH:29][cH:30][cH:31]1>>[CH3:1][c:2]1[c:3]([CH2:13][CH2:14][O:15][c:16]2[cH:17][cH:18][c:19]([CH2:22][CH2:23][CH2:24][Br:33])[cH:20][cH:21]2)[n:4][c:5](-[c:7]2[cH:8][cH:9][cH:10][cH:11][cH:12]2)[o:6]1. Starting materials: ClCCCBr, O=C([O-])[O-], CO, [Cs+], [Cs+], CN(C)C=O, Oc1ccc2c(-c3c(-c4ccccn4)nn4ccccc34)ccnc2c1. Product: ClCCCOc1ccc2c(-c3c(-c4ccccn4)nn4ccccc34)ccnc2c1. As a reaction SMILES: [Br:32][CH2:33][CH2:34][CH2:35][Cl:36].[C:37](=[O:38])([O-:39])[O-:40].[CH3:43][OH:44].[Cs+:41].[Cs+:42].[O:27]=[CH:28][N:29]([CH3:30])[CH3:31].[n:1]1[c:2](-[c:7]2[n:8][n:9]3[c:10]([cH:11][cH:12][cH:13][cH:14]3)[c:15]2-[c:16]2[cH:17][cH:18][n:19][c:20]3[cH:21][c:22]([OH:26])[cH:23][cH:24][c:25]23)[cH:3][cH:4][cH:5][cH:6]1>>[n:1]1[c:2](-[c:7]2[n:8][n:9]3[c:10]([cH:11][cH:12][cH:13][cH:14]3)[c:15]2-[c:16]2[cH:17][cH:18][n:19][c:20]3[cH:21][c:22]([O:26][CH2:33][CH2:34][CH2:35][Cl:36])[cH:23][cH:24][c:25]23)[cH:3][cH:4][cH:5][cH:6]1.